This data is from the Open Reaction Database (ORD), a public repository of structured organic reaction records. The task is: describe an organic reaction: reactants, conditions, products, and yield Starting materials: CC(C)(C)OC(=O)N1CCC(c2ccc(COc3ccc(C(=O)O)c(F)c3)nc2)CC1, O=C([O-])O, CCN=C=NCCCN(C)C, Cl, CC(N)CO, [Na+], C1CCOC1, O, On1nnc2ccccc21. Product: CC(CO)NC(=O)c1ccc(OCc2ccc(C3CCN(C(=O)OC(C)(C)C)CC3)cn2)cc1F. RXN SMILES: [C:1](=[O:2])([OH:3])[c:4]1[c:5]([F:31])[cH:6][c:7]([O:8][CH2:9][c:10]2[n:11][cH:12][c:13]([CH:16]3[CH2:17][CH2:18][N:19]([C:22](=[O:23])[O:24][C:25]([CH3:26])([CH3:27])[CH3:28])[CH2:20][CH2:21]3)[cH:14][cH:15]2)[cH:29][cH:30]1.[C:60](=[O:61])([O-:62])[OH:63].[CH3:44][N:45]([CH3:46])[CH2:47][CH2:48][CH2:49][N:50]=[C:51]=[N:52][CH2:53][CH3:54].[ClH:43].[NH2:55][CH:56]([CH2:57][OH:58])[CH3:59].[Na+:64].[O:65]1[CH2:66][CH2:67][CH2:68][CH2:69]1.[OH2:32].[OH:33][n:34]1[c:35]2[cH:36][cH:37][cH:38][cH:39][c:40]2[n:41][n:42]1>>[C:1](=[O:2])([c:4]1[c:5]([F:31])[cH:6][c:7]([O:8][CH2:9][c:10]2[n:11][cH:12][c:13]([CH:16]3[CH2:17][CH2:18][N:19]([C:22](=[O:23])[O:24][C:25]([CH3:26])([CH3:27])[CH3:28])[CH2:20][CH2:21]3)[cH:14][cH:15]2)[cH:29][cH:30]1)[NH:55][CH:56]([CH2:57][OH:58])[CH3:59]. Reactants: O(C1=CC=CC=C1)C=1C=C(C=CC1)Br (3-phenoxyphenyl bromide), [Mg] (magnesium), C(C)(=O)OCC(=CC1(CC1)C1=CC=C(C=C1)OCC)F (1-(3-Acetoxy-2-fluoroprop-1-enyl)-1-(4-ethoxyphenyl)cyclopropane), Grignard reagent. Solvent: O1CCCC1 (tetrahydrofuran). Product: C(C)OC1=CC=C(C=C1)C1(CC1)C=C(CC1=CC(=CC=C1)OC1=CC=CC=C1)F (1-(4-ethoxy-phenyl)-1-(2-fluoro-3-(3-phenoxyphenyl)prop-1-enyl)cyclopropane). Yield: 40.6%. RXN SMILES: [O:1]([C:8]1[CH:9]=[C:10](Br)[CH:11]=[CH:12][CH:13]=1)[C:2]1[CH:7]=[CH:6][CH:5]=[CH:4][CH:3]=1.[Mg].C(O[CH2:20][C:21]([F:35])=[CH:22][C:23]1([C:26]2[CH:31]=[CH:30][C:29]([O:32][CH2:33][CH3:34])=[CH:28][CH:27]=2)[CH2:25][CH2:24]1)(=O)C>O1CCCC1>[CH2:33]([O:32][C:29]1[CH:30]=[CH:31][C:26]([C:23]2([CH:22]=[C:21]([F:35])[CH2:20][C:10]3[CH:11]=[CH:12][CH:13]=[C:8]([O:1][C:2]4[CH:7]=[CH:6][CH:5]=[CH:4][CH:3]=4)[CH:9]=3)[CH2:24][CH2:25]2)=[CH:27][CH:28]=1)[CH3:34]. Reported procedure: The method of Example 25 was repeated using a Grignard reagent, prepared from 3-phenoxyphenyl bromide (2.35 g), tetrahydrofuran (10 ml) and magnesium (0.21 g) and 1-(3-acetoxy-2-fluoroprop-1-enyl)-1-(4-ethoxyphenyl)cyclopropane (Example 18) (0.6 g). The residue after evaporation was purified by column chromatography (solvent: diethyl ether/hexane; 5:95) to afford 1-(4-ethoxy-phenyl)-1-(2-fluoro-3-(3-phenoxyphenyl)prop-1-enyl)cyclopropane (0.34 g, 41%)